describe an organic reaction: reactants, conditions, products, and yield From a dataset of the Open Reaction Database (ORD), a public repository of structured organic reaction records. Starting materials: CCCc1cc(CCC=O)n(-c2ccc(C)cc2)n1, Fc1ccccc1N1CCNCC1. Product: CCCc1cc(CCCN2CCN(c3ccccc3F)CC2)n(-c2ccc(C)cc2)n1. Reaction SMILES: [CH3:1][c:2]1[cH:3][cH:4][c:5](-[n:8]2[n:9][c:10]([CH2:17][CH2:18][CH3:19])[cH:11][c:12]2[CH2:13][CH2:14][CH:15]=[O:16])[cH:6][cH:7]1.[F:20][c:21]1[c:22]([N:27]2[CH2:28][CH2:29][NH:30][CH2:31][CH2:32]2)[cH:23][cH:24][cH:25][cH:26]1>>[CH3:1][c:2]1[cH:3][cH:4][c:5](-[n:8]2[n:9][c:10]([CH2:17][CH2:18][CH3:19])[cH:11][c:12]2[CH2:13][CH2:14][CH2:15][N:30]2[CH2:29][CH2:28][N:27]([c:22]3[c:21]([F:20])[cH:26][cH:25][cH:24][cH:23]3)[CH2:32][CH2:31]2)[cH:6][cH:7]1. Starting materials: C1=CC=CC=C1 (benzene), C[SiH]1O[SiH](O[SiH](O[SiH](O1)C)C)C (2,4,6,8-tetramethylcyclotetrasiloxane), OCCOC(=O)C1C2C=CC(C1)C2 (2-hydroxyethyl-5-norbornene-2-carboxylate). Reagents/catalysts: [Zn](OC(=O)C)OC(=O)C ((CH3CO2)2Zn). Solvent: O (water). Run at time 24 hour. The product is C12C(CC(C=C1)C2)C(=O)OCCO[Si]2(O[SiH](O[SiH](O[SiH](O2)C)C)C)C (ethylene glycol 2,4,6,8-tetramethylcyclotetrasiloxanyl ether 5-norbornene-2-carboxylate), Formula 1A. Isolated yield 97.0%. Reaction SMILES: [CH3:1][SiH:2]1[O:9][SiH:8]([CH3:10])[O:7][SiH:6]([CH3:11])[O:5][SiH:4]([CH3:12])[O:3]1.[OH:13][CH2:14][CH2:15][O:16][C:17]([CH:19]1[CH2:24][CH:23]2[CH2:25][CH:20]1[CH:21]=[CH:22]2)=[O:18].C1C=CC=CC=1>[Zn](OC(C)=O)OC(C)=O.O>[CH:20]12[CH2:25][CH:23]([CH:22]=[CH:21]1)[CH2:24][CH:19]2[C:17]([O:16][CH2:15][CH2:14][O:13][Si:8]1([CH3:10])[O:9][SiH:2]([CH3:1])[O:3][SiH:4]([CH3:12])[O:5][SiH:6]([CH3:11])[O:7]1)=[O:18]. Procedure details: To a solution containing 1M of 2,4,6,8-tetramethylcyclotetrasiloxane and 0.01 g of (CH3CO2)2Zn was slowly added 1M of 2-hydroxyethyl-5-norbornene-2-carboxylate. The resulting mixture was stirred for 24 hours at a room temperature. Thereafter, 200 mL of benzene and 200 mL of cold water were added. The organic layer was separated, washed with 200 mL of cold water, dried over MgSO4, filtered and concentrated by distillation to provide the title compound of Formula 1A (yield: 97%). Reactants: [OH-].[Na+] (NaOH), [H-].[Al+3].[Li+].[H-].[H-].[H-] (lithium aluminum hydride), C(C1=CC=CC=C1)O[C@@H]([C@H](NC(C1=CC=CC=C1)(C1=CC=CC=C1)C1=CC=CC=C1)C(=O)OC)C (Methyl O-benzyl-N-trityl-L-threoninate), Cl (HCl), O1CCOCC1 (dioxane). Solvent: O (H2O), O (H2O), CCOCC (Et2O), CCOCC (Et2O), C(C)(=O)OCC (Ethyl acetate), CCOCC (Et2O), CO (methanol), CO (methanol). Reaction conditions: temperature 0 celsius, time 1 hour. The product is Cl.N[C@H](CO)COCC1=CC=CC=C1 ((2R)-2-amino-3-(benzyloxy)propan-1-ol hydrochloride). As a reaction SMILES: [CH2:1]([O:8][C@H:9](C)[C@@H:10]([C:31](OC)=[O:32])[NH:11]C(C1C=CC=CC=1)(C1C=CC=CC=1)C1C=CC=CC=1)[C:2]1[CH:7]=[CH:6][CH:5]=[CH:4][CH:3]=1.[H-].[Al+3].[Li+].[H-].[H-].[H-].[OH-].[Na+].[ClH:44].O1CCOCC1>CCOCC.CO.O.C(OCC)(=O)C>[ClH:44].[NH2:11][C@@H:10]([CH2:9][O:8][CH2:1][C:2]1[CH:7]=[CH:6][CH:5]=[CH:4][CH:3]=1)[CH2:31][OH:32] |f:1.2.3.4.5.6,7.8,15.16|. Procedure: Methyl O-benzyl-N-trityl-L-threoninate (137 g, 304 mmol) was dissolved in a minimal amount of Et2O and added dropwise to a mixture of lithium aluminum hydride (12.0 g, 333 mmol) and Et2O (1.5 L) at 0° C. The resulting mixture was stirred for 1 hour at 0° C. Ethyl acetate was then carefully added to the reaction mixture at 0° C. until no further gas evolution was observed and then the reaction mixture was treated with methanol until no further gas evolution was observed. The reaction mixture was ... Reactants: C(=O)O (formic acid), C(CO)(=O)[O-] (glycolate). Reaction conditions: time 4 hour. Product: C(C=O)(=O)O (glyoxylic acid), C(C(=O)O)(=O)O (oxalic acid). Reaction SMILES: [C:1]([O-:5])(=[O:4])[CH2:2][OH:3].[CH:6]([OH:8])=[O:7]>>[C:1]([OH:5])(=[O:4])[CH:2]=[O:3].[C:1]([OH:5])(=[O:4])[C:6]([OH:8])=[O:7]. Procedure details: The reaction described in Example 4 was repeated, except that the same amounts of soluble, unimmobilized glycolate oxidase and catalase were added to the reaction mixture. After 4 hours, the yields of glyoxylic acid, oxalic acid, and formic acid were 43%, 0%, and 0%, respectively, with a 46% conversion of glycolic acid. The final activities of glycolate oxidase and catalase were <2% and 82% of their initial values, respectively, and no further reaction was observed at longer reaction times. The reactants are CCOC(C)=O, C1CCC(P(C2CCCCC2)C2CCCCC2)CC1, N#Cc1nc(Cl)cc2c1ncn2C1CCCCO1, [K+], [K+], [K+], O=C(C=Cc1ccccc1)C=Cc1ccccc1, C1COCCO1, O=C(C=Cc1ccccc1)C=Cc1ccccc1, O=C(C=Cc1ccccc1)C=Cc1ccccc1, O, OCCCOc1ccc(B(O)O)cc1C(F)(F)F, O=P([O-])([O-])[O-], [Pd], [Pd]. Yields the product N#Cc1nc(-c2ccc(OCCCO)c(C(F)(F)F)c2)cc2c1ncn2C1CCCCO1. RXN SMILES: [CH3:64][CH2:65][O:66][C:67]([CH3:68])=[O:69].[CH:37]1([P:38]([CH:39]2[CH2:40][CH2:41][CH2:42][CH2:43][CH2:44]2)[CH:45]2[CH2:46][CH2:47][CH2:48][CH2:49][CH2:50]2)[CH2:51][CH2:52][CH2:53][CH2:54][CH2:55]1.[Cl:1][c:2]1[cH:3][c:4]2[c:5]([c:6]([C:8]#[N:9])[n:7]1)[n:10][cH:11][n:12]2[CH:13]1[O:14][CH2:15][CH2:16][CH2:17][CH2:18]1.[K+:61].[K+:62].[K+:63].[O:108]=[C:109]([CH:110]=[CH:111][c:112]1[cH:113][cH:114][cH:115][cH:116][cH:117]1)[CH:118]=[CH:119][c:120]1[cH:121][cH:122][cH:123][cH:124][cH:125]1.[O:127]1[CH2:128][CH2:129][O:130][CH2:131][CH2:132]1.[O:72]=[C:73]([CH:74]=[CH:75][c:76]1[cH:77][cH:78][cH:79][cH:80][cH:81]1)[CH:82]=[CH:83][c:84]1[cH:85][cH:86][cH:87][cH:88][cH:89]1.[O:90]=[C:91]([CH:92]=[CH:93][c:94]1[cH:95][cH:96][cH:97][cH:98][cH:99]1)[CH:100]=[CH:101][c:102]1[cH:103][cH:104][cH:105][cH:106][cH:107]1.[OH2:126].[OH:19][CH2:20][CH2:21][CH2:22][O:23][c:24]1[c:25]([C:33]([F:34])([F:35])[F:36])[cH:26][c:27]([B:30]([OH:31])[OH:32])[cH:28][cH:29]1.[P:56]([O-:57])([O-:58])([O-:59])=[O:60].[Pd:70].[Pd:71]>>[c:2]1(-[c:27]2[cH:26][c:25]([C:33]([F:34])([F:35])[F:36])[c:24]([O:23][CH2:22][CH2:21][CH2:20][OH:19])[cH:29][cH:28]2)[cH:3][c:4]2[c:5]([c:6]([C:8]#[N:9])[n:7]1)[n:10][cH:11][n:12]2[CH:13]1[O:14][CH2:15][CH2:16][CH2:17][CH2:18]1. Reported procedure: To a suspension of 2-methyl-4,6-dimethoxy benzoic acid (2.8 g, 14.27 mmol) in CH2Cl2 (30 mL), oxalyl chloride (3.62 g, 28.54 mmol) was added and the mixture was stirred at room temperature for 16 hours. The solvent and excess of oxalyl chloride were removed at reduced pressure. The solid was dissolved in CH2Cl2 (10 mL) and methyl amine hydrochloride (1.33 g, 42.81 mmol) was added on cooling and the mixture was stirred at room temperature for 4 hours. The solvent was removed and the crude product... Run at temperature 0 celsius, time 1 hour. The reactants are OC1=CC=C(C=C1)C=1NC(C2=C(C=C(C=C2C1)OC)OC)=O (3-(4-Hydroxyphenyl)-6,8-dimethoxyisoquinolin-1(2H)-one), C(CCC)[Li] (n-butyl lithium), ice-salt, 4-O-TBDMS-benzonitrile. Solvent: C1CCOC1 (THF), C1CCOC1 (THF). Reaction SMILES: OC1C=CC([C:8]2[NH:9][C:10](=[O:22])[C:11]3[C:16]([CH:17]=2)=[CH:15][C:14](OC)=[CH:13][C:12]=3OC)=CC=1.C([Li])CCC>C1COCC1>[CH:10]1[C:11]2[C:16](=[CH:15][CH:14]=[CH:13][CH:12]=2)[CH:17]=[CH:8][N:9]=1.[NH:9]1[C:8]2[C:13](=[CH:14][CH:15]=[CH:16][CH:17]=2)[CH:12]=[CH:11][C:10]1=[O:22]. Yields the product C1=NC=CC2=CC=CC=C12 (isoquinoline), N1C(C=CC2=CC=CC=C12)=O (quinolone).